From a dataset of the Open Reaction Database (ORD), a public repository of structured organic reaction records. describe an organic reaction: reactants, conditions, products, and yield Reactants: Cl, CNCCC(c1ccccc1)c1cccc2cc[nH]c12, CNC(=O)CC(c1cccc(OC)c1)c1ccc2cc[nH]c2c1. Yields the product CNCCC(c1cccc(OC)c1)c1ccc2cc[nH]c2c1. As a reaction SMILES: [ClH:1].[nH:25]1[c:26]2[c:27]([cH:28][cH:29][cH:30][c:31]2[CH:32]([c:33]2[cH:34][cH:35][cH:36][cH:37][cH:38]2)[CH2:39][CH2:40][NH:41][CH3:42])[cH:43][cH:44]1.[nH:2]1[cH:3][cH:4][c:5]2[cH:6][cH:7][c:8]([CH:11]([CH2:12][C:13](=[O:14])[NH:15][CH3:16])[c:17]3[cH:18][c:19]([O:23][CH3:24])[cH:20][cH:21][cH:22]3)[cH:9][c:10]12>>[nH:2]1[cH:3][cH:4][c:5]2[cH:6][cH:7][c:8]([CH:11]([CH2:12][CH2:13][NH:15][CH3:16])[c:17]3[cH:18][c:19]([O:23][CH3:24])[cH:20][cH:21][cH:22]3)[cH:9][c:10]12. The reactants are Br[Mg]c1ccccc1, C1CCOC1, O=C(c1ccc2c(cnn2-c2ccc(F)cc2)c1)C(F)(F)F. Product: OC(c1ccccc1)(c1ccc2c(cnn2-c2ccc(F)cc2)c1)C(F)(F)F. RXN SMILES: [Br:23][Mg:24][c:25]1[cH:26][cH:27][cH:28][cH:29][cH:30]1.[CH2:31]1[O:32][CH2:33][CH2:34][CH2:35]1.[F:1][C:2]([C:3](=[O:4])[c:5]1[cH:6][c:7]2[cH:8][n:9][n:10](-[c:14]3[cH:15][cH:16][c:17]([F:20])[cH:18][cH:19]3)[c:11]2[cH:12][cH:13]1)([F:21])[F:22]>>[F:1][C:2]([C:3]([OH:4])([c:5]1[cH:6][c:7]2[cH:8][n:9][n:10](-[c:14]3[cH:15][cH:16][c:17]([F:20])[cH:18][cH:19]3)[c:11]2[cH:12][cH:13]1)[c:25]1[cH:26][cH:27][cH:28][cH:29][cH:30]1)([F:21])[F:22]. Reactants: C(C)(=O)OC(C)=O (Acetic anhydride), NC1C(CN(CC1)CC1=CC=CC=C1)(C)C (4-amino-1-benzyl-3,3-dimethylpiperidine). Solvent: N1=CC=CC=C1 (pyridine). Conditions: time 1 hour. The product is C(C)(=O)NC1C(CN(CC1)CC1=CC=CC=C1)(C)C (4-acetylamino-1-benzyl-3,3-dimethyl piperidine). RXN SMILES: C(O[C:5](=[O:7])[CH3:6])(=O)C.[NH2:8][CH:9]1[CH2:14][CH2:13][N:12]([CH2:15][C:16]2[CH:21]=[CH:20][CH:19]=[CH:18][CH:17]=2)[CH2:11][C:10]1([CH3:23])[CH3:22]>N1C=CC=CC=1>[C:5]([NH:8][CH:9]1[CH2:14][CH2:13][N:12]([CH2:15][C:16]2[CH:21]=[CH:20][CH:19]=[CH:18][CH:17]=2)[CH2:11][C:10]1([CH3:23])[CH3:22])(=[O:7])[CH3:6]. Procedure: Acetic anhydride (3 ml) was added to a stirred solution of 4-amino-1-benzyl-3,3-dimethylpiperidine (2.0 g, 9.17 mmol) in pyridine (5 ml) and stirred for 1 hr. The reaction mixture was concentrated to furnish 4-acetylamino-1-benzyl-3,3-dimethyl piperidine as an oil. Yield 1.8 g (76%), C16H24N2O, m/z 261 (M+1), PMR (CDCl3): 0.84 (s, 3H), 0.98 (s, 3H), 1.64 (m, 2H), 2.02 (s, 3H), 2.12 (m, 2H), 2.44 (d, 1H), 2.84 (d, 1H), 3.44 (d, 2H), 3.7 (m, 1H), 5.3 (bs, 1H), 7.31 (m, 5H). Starting materials: C=C(CC(O)(C(=O)OCC)C(F)(F)F)c1cc(F)ccc1OC, CCOC(C)=O, [Cu], I, ICI, [Zn]. Product: CCOC(=O)C(O)(CC1(c2cc(F)ccc2OC)CC1)C(F)(F)F. Reaction SMILES: [CH2:1]([CH3:2])[O:3][C:4]([C:5]([CH2:6][C:7](=[CH2:8])[c:9]1[c:10]([O:16][CH3:17])[cH:11][cH:12][c:13]([F:15])[cH:14]1)([C:18]([F:19])([F:20])[F:21])[OH:22])=[O:23].[CH3:28][CH2:29][O:30][C:31]([CH3:32])=[O:33].[Cu:34].[I:24].[I:25][CH2:26][I:27].[Zn:35]>>[CH2:1]([CH3:2])[O:3][C:4]([C:5]([CH2:6][C:7]1([c:9]2[c:10]([O:16][CH3:17])[cH:11][cH:12][c:13]([F:15])[cH:14]2)[CH2:8][CH2:26]1)([C:18]([F:19])([F:20])[F:21])[OH:22])=[O:23]. Starting materials: C(#N)C1=CC=C(C=C1)C[C@H](C(=O)O)NC(CNC(COC1=CC=C(C=C1)[C@H]1N(C([C@@H]1SCC(=O)C1=CC=C(C=C1)F)=O)C1=CC=C(C=C1)F)=O)=O ((2R)-3-(4-cyanophenyl)-2-{[({[4-((2R,3R)-1-(4-fluorophenyl)-3-{[2-(4-fluorophenyl)-2-oxoethyl]thio}-4-oxoazetidin-2-yl)phenoxy]acetyl}amino}acetyl]amino)propanoic acid), [BH4-].[Na+] (NaBH4). The reagents and catalysts are C(C)(=O)O (acetic acid). The solvent is CO (methanol). The product is C(#N)C1=CC=C(C=C1)C[C@H](C(=O)O)NC(CNC(COC1=CC=C(C=C1)[C@H]1N(C([C@@H]1SCC(O)C1=CC=C(C=C1)F)=O)C1=CC=C(C=C1)F)=O)=O ((2R)-3-(4-cyanophenyl)-2-{[({[4-((2R,3R)-1-(4-fluorophenyl)-3-{[2-(4-fluorophenyl)-2-hydroxyethyl]thio}-4-oxoazetidin-2-yl)phenoxy]acetyl}amino)acetyl]amino}propanoic acid). Yield: 83.3%. RXN SMILES: [C:1]([C:3]1[CH:8]=[CH:7][C:6]([CH2:9][C@@H:10]([NH:14][C:15](=[O:51])[CH2:16][NH:17][C:18](=[O:50])[CH2:19][O:20][C:21]2[CH:26]=[CH:25][C:24]([C@@H:27]3[C@@H:30]([S:31][CH2:32][C:33]([C:35]4[CH:40]=[CH:39][C:38]([F:41])=[CH:37][CH:36]=4)=[O:34])[C:29](=[O:42])[N:28]3[C:43]3[CH:48]=[CH:47][C:46]([F:49])=[CH:45][CH:44]=3)=[CH:23][CH:22]=2)[C:11]([OH:13])=[O:12])=[CH:5][CH:4]=1)#[N:2].[BH4-].[Na+]>CO.C(O)(=O)C>[C:1]([C:3]1[CH:8]=[CH:7][C:6]([CH2:9][C@@H:10]([NH:14][C:15](=[O:51])[CH2:16][NH:17][C:18](=[O:50])[CH2:19][O:20][C:21]2[CH:22]=[CH:23][C:24]([C@@H:27]3[C@@H:30]([S:31][CH2:32][CH:33]([C:35]4[CH:40]=[CH:39][C:38]([F:41])=[CH:37][CH:36]=4)[OH:34])[C:29](=[O:42])[N:28]3[C:43]3[CH:48]=[CH:47][C:46]([F:49])=[CH:45][CH:44]=3)=[CH:25][CH:26]=2)[C:11]([OH:13])=[O:12])=[CH:5][CH:4]=1)#[N:2] |f:1.2|. Procedure details: (2R)-3-(4-cyanophenyl)-2-{[({[4-((2R,3R)-1-(4-fluorophenyl)-3-{[2-(4-fluorophenyl)-2-oxoethyl]thio}-4-oxoazetidin-2-yl)phenoxy]acetyl}amino}acetyl]amino)propanoic acid (0.006 g, 0.0084 mmole) was dissolved in methanol (1.5 ml). NaBH4 (0.0035 g, 0.092 mmole) was added and when the reaction was complete according to LC-MS a few drops of acetic acid was added. The solvent was removed under reduced pressure and the residue was purified by preparative HPLC on a Kromasil C8-column using a stepwise gra... The reactants are [CH2-]C(C)=O, Oc1ccccc1F, CC(C)OC(=O)N=NC(=O)OC(C)C, C1CCOC1, OCC1OC(n2cnc3c(NC4CCOC4)ncnc32)C(O)C1O. Product: [CH2-]C(C)=O, OC1C(COc2ccccc2F)OC(n2cnc3c(NC4CCOC4)ncnc32)C1O. RXN SMILES: [CH2-:1][C:2](=[O:3])[CH3:4].[F:29][c:30]1[c:31]([OH:36])[cH:32][cH:33][cH:34][cH:35]1.[O:37]=[C:38]([O:39][CH:40]([CH3:41])[CH3:42])[N:43]=[N:44][C:45]([O:46][CH:47]([CH3:48])[CH3:49])=[O:50].[O:51]1[CH2:52][CH2:53][CH2:54][CH2:55]1.[OH:5][CH2:6][CH:7]1[O:8][CH:9]([n:14]2[c:15]3[n:16][cH:17][n:18][c:19]([NH:23][CH:24]4[CH2:25][O:26][CH2:27][CH2:28]4)[c:20]3[n:21][cH:22]2)[CH:10]([OH:13])[CH:11]1[OH:12]>>[CH2-:1][C:2](=[O:3])[CH3:4].[O:5]([CH2:6][CH:7]1[O:8][CH:9]([n:14]2[c:15]3[n:16][cH:17][n:18][c:19]([NH:23][CH:24]4[CH2:25][O:26][CH2:27][CH2:28]4)[c:20]3[n:21][cH:22]2)[CH:10]([OH:13])[CH:11]1[OH:12])[c:31]1[c:30]([F:29])[cH:35][cH:34][cH:33][cH:32]1. Starting materials: ClC1=CC2=C(OC3=C(CN2C(=O)NCC(=O)NCC2=CC=NC=C2)C=CC=C3)C=C1 (8-chloro-N-[[[(4-pyridinylmethyl)amino]carbonyl]methyl]-10(11H)dibenz[b,f][1,4]oxazepinecarboxamide), Cl (HCl), CO (MeOH). Reported procedure: To the title compound of Example 5 (0.10 g, 0.23 mmol) suspended in 30 mL of water was added 0.5 mL of 1N HCl . After stirring this suspension overnight at room temperature, 15 mL of MeOH were added giving a homogeneous solution. This reaction was diluted to 100 mL with water and lyophilized to provide 92 mg of the title compound as a white solid salt. Solvent: O (water), O (water). Yields the product Cl.ClC1=CC2=C(OC3=C(CN2C(=O)NCC(=O)NCC2=CC=NC=C2)C=CC=C3)C=C1 (8-chloro-N-[[[(4-pyridinylmethyl)amino]carbonyl]methyl]-10(11H)-dibenz[b,f][1,4]oxazepinecarboxamide, hydrochloride). Reaction conditions: time 8 hour. RXN SMILES: [Cl:1][C:2]1[CH:30]=[CH:29][C:5]2[O:6][C:7]3[CH:28]=[CH:27][CH:26]=[CH:25][C:8]=3[CH2:9][N:10]([C:11]([NH:13][CH2:14][C:15]([NH:17][CH2:18][C:19]3[CH:24]=[CH:23][N:22]=[CH:21][CH:20]=3)=[O:16])=[O:12])[C:4]=2[CH:3]=1.Cl.CO>O>[ClH:1].[Cl:1][C:2]1[CH:30]=[CH:29][C:5]2[O:6][C:7]3[CH:28]=[CH:27][CH:26]=[CH:25][C:8]=3[CH2:9][N:10]([C:11]([NH:13][CH2:14][C:15]([NH:17][CH2:18][C:19]3[CH:24]=[CH:23][N:22]=[CH:21][CH:20]=3)=[O:16])=[O:12])[C:4]=2[CH:3]=1 |f:4.5|. Isolated yield 174.2%. Run at temperature 110 celsius, time 67 hour. Procedure details: Combine 2-methyl-5H-dibenzo[b,e][1,4]diazepin-11-ylamine hydrochloride (600.0 mg, 2.31 mmol), (S)-2-phenethyl-piperazine (879.1 mg, 4.62 mmol), N,N-diisopropylethylamine (298.6 mg, 2.31 mmol), DMSO (1.0 ml), and toluene (4.0 ml). Stir and heat the mixture at 110° C. After 67 hours, cool the mixture to ambient temperature and then dilute it with ethyl acetate. Wash the organic layer with 0.1 N NaOH and brine. Dry (sodium sulfate) and concentrate the organic layer to residue. Purify the residue on... The yield is 70.6%. As a reaction SMILES: Cl.[CH3:2][C:3]1[CH:18]=[CH:17][C:6]2[NH:7][C:8]3[CH:16]=[CH:15][CH:14]=[CH:13][C:9]=3[N:10]=[C:11]([NH2:12])[C:5]=2[CH:4]=1.[CH2:19]([C@H:27]1[CH2:32]N[CH2:30][CH2:29][NH:28]1)[CH2:20][C:21]1[CH:26]=[CH:25][CH:24]=[CH:23][CH:22]=1.C(N(CC)C(C)C)(C)C.CS(C)=O>C(OCC)(=O)C.C1(C)C=CC=CC=1>[CH3:2][C:3]1[CH:18]=[CH:17][C:6]2[NH:7][C:8]3[CH:16]=[CH:15][CH:14]=[CH:13][C:9]=3[N:10]=[C:11]([N:12]3[CH2:30][CH2:29][NH:28][C@@H:27]([CH2:19][CH2:20][C:21]4[CH:22]=[CH:23][CH:24]=[CH:25][CH:26]=4)[CH2:32]3)[C:5]=2[CH:4]=1 |f:0.1|. Solvent: C(C)(=O)OCC (ethyl acetate), C1(=CC=CC=C1)C (toluene). Starting materials: Cl.CC1=CC2=C(NC3=C(N=C2N)C=CC=C3)C=C1 (2-methyl-5H-dibenzo[b,e][1,4]diazepin-11-ylamine hydrochloride), CS(=O)C (DMSO), C(CC1=CC=CC=C1)[C@@H]1NCCNC1 ((S)-2-phenethyl-piperazine), C(C)(C)N(C(C)C)CC (N,N-diisopropylethylamine). Yields the product CC1=CC2=C(NC3=C(N=C2N2C[C@@H](NCC2)CCC2=CC=CC=C2)C=CC=C3)C=C1 (2-Methyl-11-[(S)-3-phenethyl-piperazin-1-yl]-5H-dibenzo[b,e][1,4]diazepine).